This data is from the Open Reaction Database (ORD), a public repository of structured organic reaction records. The task is: describe an organic reaction: reactants, conditions, products, and yield Starting materials: CCCCCCCCC(=O)O, CN(C)C=O, O=C(Cl)Cl, Cl. The product is CCCCCCCCC(=O)Cl. RXN SMILES: [C:6]([CH2:7][CH2:8][CH2:9][CH2:10][CH2:11][CH2:12][CH2:13][CH3:14])(=[O:15])[OH:16].[CH3:1][N:2]([CH3:3])[CH:4]=[O:5].[Cl:17][C:18](=[O:19])[Cl:20].[ClH:21]>>[C:6]([CH2:7][CH2:8][CH2:9][CH2:10][CH2:11][CH2:12][CH2:13][CH3:14])(=[O:16])[Cl:17]. The reactants are C(C1=CC=CO1)N1C(C(=C(C1)C1=CC=CC=C1)O)=O (1-furfuryl-3-hydroxy-4-phenyl-3-pyrrolin-2-one), Cl (hydrogen chloride), Cl.C(C1=CC=CO1)N1C(C(=C(C1)C1=CC=CC=C1)OCCN(C)C)=O (1-furfuryl-3-(β-dimethylaminoethoxy)-4-phenyl-3-pyrrolin-2-one hydrochloride), CN(CCCl)C (β-dimethylaminoethyl chloride), Cl (hydrochloride). Run in C(C)(C)OC(C)C (diisopropyl ether). Yields the product C(C1=CC=CO1)N1C(C(=C(C1)C1=CC=CC=C1)OCCN(C)C)=O (1-Furfuryl-3-(β-dimethylaminoethoxy)-4-phenyl-3-pyrrolin-2-one). RXN SMILES: C(N1CC(C2C=CC=CC=2)=C(O)C1=O)C1OC=CC=1.CN(C)CCCl.Cl.Cl.[CH2:28]([N:34]1[CH2:38][C:37]([C:39]2[CH:44]=[CH:43][CH:42]=[CH:41][CH:40]=2)=[C:36]([O:45][CH2:46][CH2:47][N:48]([CH3:50])[CH3:49])[C:35]1=[O:51])[C:29]1[O:33][CH:32]=[CH:31][CH:30]=1>C(OC(C)C)(C)C>[CH2:28]([N:34]1[CH2:38][C:37]([C:39]2[CH:44]=[CH:43][CH:42]=[CH:41][CH:40]=2)=[C:36]([O:45][CH2:46][CH2:47][N:48]([CH3:49])[CH3:50])[C:35]1=[O:51])[C:29]1[O:33][CH:32]=[CH:31][CH:30]=1 |f:3.4|. Reported procedure: 25.5 g. 1-furfuryl-3-hydroxy-4-phenyl-3-pyrrolin-2-one is reacted with 20.0 g. β-dimethylaminoethyl chloride in a manner analogous to that described in Example 1. The base obtained is converted into the crystalline hydrochloride in diisopropyl ether by means of gaseous hydrogen chloride. There is obtained 7.5 g. (21% of theory) 1-furfuryl-3-(β-dimethylaminoethoxy)-4-phenyl-3-pyrrolin-2-one hydrochloride; m.p. 145°-148° C., after recrystallization from methyl ethyl ketone. The reactants are CC(=O)[O-], CC(=O)[O-], O=C([O-])[O-], CCCC[Sn+2]CCCC, COc1ccc(N=C=O)cc1, CCOC(C)=O, CNc1cc(Nc2ccc(F)cc2)ncn1, [Na+], [Na+], C1COCCO1. Product: COc1ccc(NC(=O)N(C)c2cc(Nc3ccc(F)cc3)ncn2)cc1. RXN SMILES: [C:28]([O-:29])(=[O:30])[CH3:31].[C:32]([O-:33])(=[O:34])[CH3:35].[C:45](=[O:46])([O-:47])[O-:48].[CH2:36]([Sn+2:37][CH2:38][CH2:39][CH2:40][CH3:41])[CH2:42][CH2:43][CH3:44].[CH3:17][O:18][c:19]1[cH:20][cH:21][c:22]([N:25]=[C:26]=[O:27])[cH:23][cH:24]1.[CH3:57][CH2:58][O:59][C:60](=[O:61])[CH3:62].[F:1][c:2]1[cH:3][cH:4][c:5]([NH:8][c:9]2[n:10][cH:11][n:12][c:13]([NH:15][CH3:16])[cH:14]2)[cH:6][cH:7]1.[Na+:49].[Na+:50].[O:51]1[CH2:52][CH2:53][O:54][CH2:55][CH2:56]1>>[F:1][c:2]1[cH:3][cH:4][c:5]([NH:8][c:9]2[n:10][cH:11][n:12][c:13]([N:15]([CH3:16])[C:26]([NH:25][c:22]3[cH:21][cH:20][c:19]([O:18][CH3:17])[cH:24][cH:23]3)=[O:27])[cH:14]2)[cH:6][cH:7]1.